Dataset: the Open Reaction Database (ORD), a public repository of structured organic reaction records. Task: describe an organic reaction: reactants, conditions, products, and yield Reactants: CN1C(NC=2C1=NC=CC2N2C[C@@H](CCC2)NC(O)=O)=O ((R)-1-(3-methyl-2-oxo-2,3-dihydro-1H-imidazo[4,5-b]pyridin-7-yl)piperidin-3-yl carbamic acid), butyl ester, BrCC1=C(C#N)C=C(C=C1)Cl (2-(bromomethyl)-5-chlorobenzonitrile). Yields the product C(C)(C)(C)OC(N[C@H]1CN(CCC1)C1=C2C(=NC=C1)N(C(N2CC2=C(C=C(C=C2)Cl)C#N)=O)C)=O ((R)-1-[1-(4-chloro-2-cyanobenzyl)-3-methyl-2-oxo-2,3-dihydro-1H-imidazo[4,5-b]pyridin-7-yl]piperidin-3-yl carbamic acid tert-butyl ester). Yield: 109.8%. Reaction SMILES: [CH3:1][N:2]1[C:6]2=[N:7][CH:8]=[CH:9][C:10]([N:11]3[CH2:16][CH2:15][CH2:14][C@@H:13]([NH:17][C:18](=[O:20])[OH:19])[CH2:12]3)=[C:5]2[NH:4][C:3]1=[O:21].Br[CH2:23][C:24]1[CH:31]=[CH:30][C:29]([Cl:32])=[CH:28][C:25]=1[C:26]#[N:27]>>[C:24]([O:20][C:18](=[O:19])[NH:17][C@@H:13]1[CH2:14][CH2:15][CH2:16][N:11]([C:10]2[CH:9]=[CH:8][N:7]=[C:6]3[N:2]([CH3:1])[C:3](=[O:21])[N:4]([CH2:23][C:24]4[CH:31]=[CH:30][C:29]([Cl:32])=[CH:28][C:25]=4[C:26]#[N:27])[C:5]=23)[CH2:12]1)([CH3:31])([CH3:25])[CH3:23]. Reported procedure: The specific operation referred to the step (5) described in Example 1 for details. 347 mg (R)-1-(3-methyl-2-oxo-2,3-dihydro-1H-imidazo[4,5-b]pyridin-7-yl)piperidin-3-yl carbamic acid ter.-butyl ester (1 mmol) and 251 mg 2-(bromomethyl)-5-chlorobenzonitrile (1.1 mmol) were charged. A column chromatography was performed to afford 300 mg titled product with a yield of 60.5%. Starting materials: CCN(CC)CC1CCCCN1CCCN, CC#N, O=C1Nc2cccnc2N(C(=O)Cl)c2ccccc21. The product is CCN(CC)CC1CCCCN1CCCNC(=O)N1c2ccccc2C(=O)Nc2cccnc21. RXN SMILES: [CH2:20]([CH3:21])[N:22]([CH2:23][CH3:24])[CH2:25][CH:26]1[N:27]([CH2:32][CH2:33][CH2:34][NH2:35])[CH2:28][CH2:29][CH2:30][CH2:31]1.[CH3:36][C:37]#[N:38].[Cl:1][C:2](=[O:3])[N:4]1[c:5]2[c:6]([cH:16][cH:17][cH:18][n:19]2)[NH:7][C:8](=[O:15])[c:9]2[c:10]1[cH:11][cH:12][cH:13][cH:14]2>>[C:2](=[O:3])([N:4]1[c:5]2[c:6]([cH:16][cH:17][cH:18][n:19]2)[NH:7][C:8](=[O:15])[c:9]2[c:10]1[cH:11][cH:12][cH:13][cH:14]2)[NH:35][CH2:34][CH2:33][CH2:32][N:27]1[CH:26]([CH2:25][N:22]([CH2:20][CH3:21])[CH2:23][CH3:24])[CH2:31][CH2:30][CH2:29][CH2:28]1.